This data is from the Open Reaction Database (ORD), a public repository of structured organic reaction records. The task is: describe an organic reaction: reactants, conditions, products, and yield The reactants are COC(=O)C(=CC(C)(C)C)NC(=O)OC(C)(C)C, CCO, [H][H], O=S(=O)([O-])C(F)(F)F, C1COCCO1. Product: COC(=O)C(CC(C)(C)C)NC(=O)OC(C)(C)C. As a reaction SMILES: [C:1]([CH3:2])([CH3:3])([CH3:4])[O:5][C:6](=[O:7])[NH:8][C:9]([C:10](=[O:11])[O:12][CH3:13])=[CH:14][C:15]([CH3:16])([CH3:17])[CH3:18].[CH3:35][CH2:36][OH:37].[H:33][H:34].[O-:25][S:26]([C:27]([F:28])([F:29])[F:30])(=[O:31])=[O:32].[O:19]1[CH2:20][CH2:21][O:22][CH2:23][CH2:24]1>>[C:1]([CH3:2])([CH3:3])([CH3:4])[O:5][C:6](=[O:7])[NH:8][CH:9]([C:10](=[O:11])[O:12][CH3:13])[CH2:14][C:15]([CH3:16])([CH3:17])[CH3:18]. Reactants: CC(C)(C)[O-], [K+], CN(C)C=O, c1cnc2[nH]ccc2c1. Yields the product Nn1ccc2cccnc21. Reaction SMILES: [CH3:10][C:11]([CH3:12])([O-:13])[CH3:14].[K+:15].[O:16]=[CH:17][N:18]([CH3:19])[CH3:20].[nH:1]1[cH:2][cH:3][c:4]2[c:5]1[n:6][cH:7][cH:8][cH:9]2>>[n:1]1([NH2:18])[cH:2][cH:3][c:4]2[c:5]1[n:6][cH:7][cH:8][cH:9]2.